From a dataset of the Open Reaction Database (ORD), a public repository of structured organic reaction records. describe an organic reaction: reactants, conditions, products, and yield The reactants are C(C)OC1=NC2=C(N1CC1=CC(=C(C=C1)C1=CC=CC=C1)C(NOC(=O)OCC)=N)C(=CC=C2)C(=O)OC (Methyl 2-ethoxy-1-[[2-(ethoxycarbonyloxycarbamimidoyl)biphenyl-4-yl]methyl]benzimidazole-7-carboxylate), C(C)(=O)OCC (ethyl acetate), N12CCCCCC2=NCCC1 (1,8-diazabicyclo[5.4.0]undec-7-ene). Conditions: temperature 80 celsius, time 2 hour. The product is C(C)OC1=NC2=C(N1CC1=CC=C(C=C1)C1=C(C=CC=C1)C=1NOC(N1)=O)C(=CC=C2)C(=O)OC (Methyl 2-ethoxy-1-[[2'-(2,5-dihydro-5-oxo-1,2,4-oxadiazol-3-yl)biphenyl-4-yl]methyl]benzimidazole-7-carboxylate). Yield: 45.0%. RXN SMILES: [CH2:1]([O:3][C:4]1[N:8]([CH2:9][C:10]2[CH:15]=[CH:14][C:13]([C:16]3[CH:21]=[CH:20][CH:19]=[CH:18][CH:17]=3)=[C:12](C(=N)NOC(OCC)=O)[CH:11]=2)[C:7]2[C:31]([C:35]([O:37][CH3:38])=[O:36])=[CH:32][CH:33]=[CH:34][C:6]=2[N:5]=1)[CH3:2].[N:39]12CCC[N:46]=[C:45]1CCCCC2.[C:50]([O:53]CC)(=[O:52])C>>[CH2:1]([O:3][C:4]1[N:8]([CH2:9][C:10]2[CH:11]=[CH:12][C:13]([C:16]3[CH:17]=[CH:18][CH:19]=[CH:20][C:21]=3[C:45]3[NH:46][O:53][C:50](=[O:52])[N:39]=3)=[CH:14][CH:15]=2)[C:7]2[C:31]([C:35]([O:37][CH3:38])=[O:36])=[CH:32][CH:33]=[CH:34][C:6]=2[N:5]=1)[CH3:2]. Procedure: The crude crystals (4.0 g) obtained in Example (57b) was dissolved in ethyl acetate (50 ml). To the solution was added 1,8-diazabicyclo[5.4.0]undec-7-ene (DBU, 3.2 g), and the mixture was stirred for 2 hours at 80° C. The reaction mixture was partitioned between ethyl acetate (50 ml) and 1N HCl (20 ml). The organic layer was washed with water, dried and concentrated to dryness. The residue was crystallized from chloroformethyl acetate to afford the title compound as colorless prisms (2.1 g, 45%)...